This data is from the Open Reaction Database (ORD), a public repository of structured organic reaction records. The task is: describe an organic reaction: reactants, conditions, products, and yield Run at temperature 90 celsius, time 7 hour. Yields the product NC=1C(=NC=CC1)C#N (3-amino-pyridine-2-carbonitrile). The reagents and catalysts are [C-]#N.[Zn+2].[C-]#N (zinc cyanide). The reactants are ClC1=NC=CC=C1N (2-Chloro-pyridin-3-ylamine), CN(C)C=O (DMF). Reported procedure: 2-Chloro-pyridin-3-ylamine (2.0 g) was dissolved in DMF (24 mL) and zinc cyanide (1.83 g) was added to the solution. The solution was degassed in vacuum 5×, tetrakis(triphenylphosphine) palladium(0) (901 mg) was added and the reaction mixture was stirred at 90° C. for 7 h. After the reaction mixture was cooled to room temperature, the solid was removed by filtration and the filter cake was washed with ethyl acetate. Water was added to the filtrate, the layers were separated and the aqueous layer... As a reaction SMILES: Cl[C:2]1[C:7]([NH2:8])=[CH:6][CH:5]=[CH:4][N:3]=1.[CH3:9][N:10](C=O)C>[C-]#N.[Zn+2].[C-]#N>[NH2:8][C:7]1[C:2]([C:9]#[N:10])=[N:3][CH:4]=[CH:5][CH:6]=1 |f:2.3.4|. The reactants are NC12CC3(CC2CC(C1)C3)C3=CC=C(C=C3)N3C(CCC3)=O (1-[4-(3-aminotricyclo[3.3.1.03,7]non-1-yl)phenyl]pyrrolidin-2-one), C(=O)([O-])[O-].[K+].[K+] (K2CO3), ClCC(=O)N1[C@@H](CCC1)C#N ((2S)-1-(chloroacetyl)pyrrolidine-2-carbonitrile). The solvent is CS(=O)C (DMSO), CCOC(=O)C (EtOAc). Reaction conditions: time 3 hour. The product is title compound, O=C1N(CCC1)C1=CC=C(C=C1)C12CC3CC(CC3(C1)NCC(=O)N1[C@@H](CCC1)C#N)C2 ((2S)-1-{N-[2-[4-(2-oxopyrrolidin-1-yl)phenyl]hexahydro-2,5-methanopentalen-3a(1H)-yl]glycyl}pyrrolidine-2-carbonitrile). The yield is 50.1%. RXN SMILES: [NH2:1][C:2]12[CH2:9][CH:8]3[CH2:10][C:4]([C:11]4[CH:16]=[CH:15][C:14]([N:17]5[CH2:21][CH2:20][CH2:19][C:18]5=[O:22])=[CH:13][CH:12]=4)([CH2:5][CH:6]1[CH2:7]3)[CH2:3]2.C([O-])([O-])=O.[K+].[K+].Cl[CH2:30][C:31]([N:33]1[CH2:37][CH2:36][CH2:35][C@H:34]1[C:38]#[N:39])=[O:32]>CS(C)=O.CCOC(C)=O>[O:22]=[C:18]1[CH2:19][CH2:20][CH2:21][N:17]1[C:14]1[CH:15]=[CH:16][C:11]([C:4]23[CH2:10][CH:8]4[CH2:9][C:2]([NH:1][CH2:30][C:31]([N:33]5[CH2:37][CH2:36][CH2:35][C@H:34]5[C:38]#[N:39])=[O:32])([CH2:3]2)[CH:6]([CH2:7]4)[CH2:5]3)=[CH:12][CH:13]=1 |f:1.2.3|. Procedure details: To a stirred solution of 1-[4-(3-aminotricyclo[3.3.1.03,7]non-1-yl)phenyl]pyrrolidin-2-one obtained in step II (0.36 g, 1.2 mmol) in DMSO (4.8 mL) at an ice bath temperature under nitrogen atmosphere was added K2CO3 (0.48 g, 3.6 mmol) followed by addition of (2S)-1-(chloroacetyl)pyrrolidine-2-carbonitrile (0.21 g, 1.2 mmol). After stirring the reaction mixture at r.t for 3 h, it was diluted with EtOAc and washed with water and brine, dried over Na2SO4, and the solvent was removed under reduced p... The reactants are Fc1cccc(F)n1, [H-], [Na+], OCC1CCOCC1, CN(C)C=O, O. Product: Fc1cccc(OCC2CCOCC2)n1. As a reaction SMILES: [F:9][c:10]1[n:11][c:12]([F:16])[cH:13][cH:14][cH:15]1.[H-:17].[Na+:18].[O:1]1[CH2:2][CH2:3][CH:4]([CH2:7][OH:8])[CH2:5][CH2:6]1.[O:20]=[CH:21][N:22]([CH3:23])[CH3:24].[OH2:19]>>[O:1]1[CH2:2][CH2:3][CH:4]([CH2:7][O:8][c:12]2[n:11][c:10]([F:9])[cH:15][cH:14][cH:13]2)[CH2:5][CH2:6]1. Yields the product CC1(C=2C=CC(=CC2C(CC1)(C)C)C(CO)=C)C (2-(5,5,8,8-tetramethyl-5,6,7,8-tetrahydronaphthalen-2-yl)prop-2-en-1-ol). Procedure: A 1M diisobutylaluminium hydride solution in toluene (2.78 ml, 2.78 mmol) is added at 78° C., dropwise, to a solution of methyl 2-(5,5,8,8-Tetramethyl-5,6,7,8-tetrahydronaphthalen-2-yl)acrylate (310 mg, 1.14 mmol) in dichloromethane (3 ml). The solution is stirred for 1 h at 0° C., then treated with a solution of double tartrate of sodium [lacuna] and filtered through silica. The reactants are [H-].C(C(C)C)[Al+]CC(C)C (diisobutylaluminium hydride), C1(=CC=CC=C1)C (toluene), C(=O)([O-])C(O)C(O)C(=O)[O-] (tartrate), [Na] (sodium), CC1(C=2C=CC(=CC2C(CC1)(C)C)C(C(=O)OC)=C)C (methyl 2-(5,5,8,8-Tetramethyl-5,6,7,8-tetrahydronaphthalen-2-yl)acrylate). Reaction conditions: temperature 0 celsius, time 1 hour. Reaction SMILES: [H-].C([Al+]CC(C)C)C(C)C.C1(C)C=CC=CC=1.[CH3:18][C:19]1([CH3:37])[CH2:28][CH2:27][C:26]([CH3:30])([CH3:29])[C:25]2[CH:24]=[C:23]([C:31](=[CH2:36])[C:32](OC)=[O:33])[CH:22]=[CH:21][C:20]1=2.C(C(C(C([O-])=O)O)O)([O-])=O.[Na]>ClCCl>[CH3:18][C:19]1([CH3:37])[CH2:28][CH2:27][C:26]([CH3:29])([CH3:30])[C:25]2[CH:24]=[C:23]([C:31](=[CH2:36])[CH2:32][OH:33])[CH:22]=[CH:21][C:20]1=2 |f:0.1,^1:47|. Run in ClCCl (dichloromethane). Starting materials: ice water, [H-].[Na+] (Sodium hydride), N1N=CC2=CC=CC=C12 (indazole), ClC1=CC=C(C=C1)NC1=NC(=CC=C1)F ((4-Chloro-phenyl)-(6-fluoro-pyridin-2-yl)-amine). The solvent is CN(C=O)C (N,N-dimethylformamide). Run at time 30 minute. Product: ClC1=CC=C(C=C1)NC1=NC(=CC=C1)N1N=CC2=CC=CC=C12 ((4-chloro-phenyl)-(6-indazol-1-yl-pyridin-2-yl)-amine). Yield: 10.6%. Reaction SMILES: [H-].[Na+].[NH:3]1[C:11]2[C:6](=[CH:7][CH:8]=[CH:9][CH:10]=2)[CH:5]=[N:4]1.[Cl:12][C:13]1[CH:18]=[CH:17][C:16]([NH:19][C:20]2[CH:25]=[CH:24][CH:23]=[C:22](F)[N:21]=2)=[CH:15][CH:14]=1>CN(C)C=O>[Cl:12][C:13]1[CH:18]=[CH:17][C:16]([NH:19][C:20]2[CH:25]=[CH:24][CH:23]=[C:22]([N:3]3[C:11]4[C:6](=[CH:7][CH:8]=[CH:9][CH:10]=4)[CH:5]=[N:4]3)[N:21]=2)=[CH:15][CH:14]=1 |f:0.1|. Procedure: Sodium hydride (325 mg, 8.12 mmol) was added to a solution of indazole (800 mg, 6.77 mmol) in N,N-dimethylformamide (10 mL) and stirred for 30 minutes. (4-Chloro-phenyl)-(6-fluoro-pyridin-2-yl)-amine (1.55 g, 6.77 mmol) was added and the reaction mixture was stirred at 80° C. overnight. The mixture was poured into a stirred ice-water solution and extracted with ethyl acetate. The combined organic phases were dried over magnesium sulphate, filtrated and concentrated in vacuo. The crude product wa... The reactants are FC(C(=O)O)(F)F.NN=CNC=1C=C(C=CC1)C(=O)NCC(=O)NC(CC(=O)OCC)C1=CC2=C(OCO2)C=C1 ((±)ethyl β-[[2-[[[3-[(aminoiminomethyl)-amino]phenyl]carbonyl]amino]acetyl]amino]-1,3-benzodioxole-5-propanoate, trifluoroacetate salt), [Li+].[OH-] (LiOH), C(=O)(C(F)(F)F)O (TFA). Product: FC(C(=O)O)(F)F.NN=CNC=1C=C(C=CC1)C(=O)NCC(=O)NC(CC(=O)O)C1=CC2=C(OCO2)C=C1 ((±)β-[[2-[[[3-[(aminoiminomethyl)-amino]phenyl]carbonyl]amino]acetyl]amino]-1,3-benzodioxole-5-propanoic acid, trifluoroacetate salt). The solvent is O (H2O), CC#N (CH3CN). Procedure details: To the product of Example 5 (0.35 g, 0.0006 mole) in H2O (40 ml) and CH3CN (5 ml) was added LiOH (70 mg, 0.0017 mole). The reaction mixture was stirred at room temperature for 1 hour. The pH was lowered to ≃4.5 with TFA and the product was isolated by RPHPLC to yield (±)β-[[2-[[[3-[(aminoiminomethyl)-amino]phenyl]carbonyl]amino]acetyl]amino]-1,3-benzodioxole-5-propanoic acid, trifluoroacetate salt (280 mg) as a white solid. MS and NMR were consistent with the desired structure. The yield is 86.2%. Reaction SMILES: [F:1][C:2]([F:7])([F:6])[C:3]([OH:5])=[O:4].[NH2:8][N:9]=[CH:10][NH:11][C:12]1[CH:13]=[C:14]([C:18]([NH:20][CH2:21][C:22]([NH:24][CH:25]([C:32]2[CH:40]=[CH:39][C:35]3[O:36][CH2:37][O:38][C:34]=3[CH:33]=2)[CH2:26][C:27]([O:29]CC)=[O:28])=[O:23])=[O:19])[CH:15]=[CH:16][CH:17]=1.[Li+].[OH-].C(O)(C(F)(F)F)=O>O.CC#N>[F:1][C:2]([F:7])([F:6])[C:3]([OH:5])=[O:4].[NH2:8][N:9]=[CH:10][NH:11][C:12]1[CH:13]=[C:14]([C:18]([NH:20][CH2:21][C:22]([NH:24][CH:25]([C:32]2[CH:40]=[CH:39][C:35]3[O:36][CH2:37][O:38][C:34]=3[CH:33]=2)[CH2:26][C:27]([OH:29])=[O:28])=[O:23])=[O:19])[CH:15]=[CH:16][CH:17]=1 |f:0.1,2.3,7.8|. Run at time 1 hour.